From a dataset of the Open Reaction Database (ORD), a public repository of structured organic reaction records. describe an organic reaction: reactants, conditions, products, and yield The solvent is P(=O)(Cl)(Cl)Cl (Phosphorus oxychloride). Yield: 80.0%. Procedure: Phosphorus oxychloride (760 ml), 3-phenyl-pyridazino[4,3-c]isoquinolin-6(5H)-one (74 g, 0.27 mol) and phosphorus pentachloride (58 g, 0.278 mol) in a 2 litre flask are heated to reflux temperature with stirring. Heating is continued for about 3.5 hours, then a solution is obtained which is evaporated under reduced pressure to eliminate the phosphorus oxychloride excess. The solid is taken up with benzene and then evaporated to dryness in order to eliminate all the unreacted phosphorus oxychlorid... Reaction conditions: time 3.5 hour. Reaction SMILES: [C:1]1([C:7]2[N:20]=[N:19][C:18]3[C:17]4[CH:16]=[CH:15][CH:14]=[CH:13][C:12]=4[C:11](=O)[NH:10][C:9]=3[CH:8]=2)[CH:6]=[CH:5][CH:4]=[CH:3][CH:2]=1.P(Cl)(Cl)(Cl)(Cl)[Cl:23]>P(Cl)(Cl)(Cl)=O>[Cl:23][C:11]1[C:12]2[CH:13]=[CH:14][CH:15]=[CH:16][C:17]=2[C:18]2[N:19]=[N:20][C:7]([C:1]3[CH:6]=[CH:5][CH:4]=[CH:3][CH:2]=3)=[CH:8][C:9]=2[N:10]=1. Yields the product ClC1=NC2=C(C=3C=CC=CC13)N=NC(=C2)C2=CC=CC=C2 (6-chloro-3-phenyl-pyridazino-[4,3-c]isoquinoline). The reactants are C1(=CC=CC=C1)C1=CC=2NC(C=3C=CC=CC3C2N=N1)=O (3-phenyl-pyridazino[4,3-c]isoquinolin-6(5H)-one), P(Cl)(Cl)(Cl)(Cl)Cl (phosphorus pentachloride). Reactants: C(C)C1CC(NN=C1C1=CC2=C(N=C(O2)C2=CC=C(C=C2)OCC(C)=O)C=C1)=O (5-ethyl-6-{2-[4-(2-oxo-propoxy)-phenyl]-benzoxazol-6-yl}-4,5-dihydro-2H pyridazin-3-one), [BH4-].[Na+] (sodium borohydride), ice water. The solvent is CCO (EtOH). Reaction conditions: time 3 hour. Yields the product C(C)C1CC(NN=C1C1=CC2=C(N=C(O2)C2=CC=C(C=C2)OCC(C)O)C=C1)=O (5-ethyl-6-{2-[4-(2-hydroxy-propoxy)-phenyl]-benzoxazol-6-yl}-4,5-dihydro-2H-pyridazin-3-one). RXN SMILES: [CH2:1]([CH:3]1[C:8]([C:9]2[CH:28]=[CH:27][C:12]3[N:13]=[C:14]([C:16]4[CH:21]=[CH:20][C:19]([O:22][CH2:23][C:24](=[O:26])[CH3:25])=[CH:18][CH:17]=4)[O:15][C:11]=3[CH:10]=2)=[N:7][NH:6][C:5](=[O:29])[CH2:4]1)[CH3:2].[BH4-].[Na+]>CCO>[CH2:1]([CH:3]1[C:8]([C:9]2[CH:28]=[CH:27][C:12]3[N:13]=[C:14]([C:16]4[CH:17]=[CH:18][C:19]([O:22][CH2:23][CH:24]([OH:26])[CH3:25])=[CH:20][CH:21]=4)[O:15][C:11]=3[CH:10]=2)=[N:7][NH:6][C:5](=[O:29])[CH2:4]1)[CH3:2] |f:1.2|. Procedure details: 27 mg (69 μmol) 5-ethyl-6-{2-[4-(2-oxo-propoxy)-phenyl]-benzoxazol-6-yl}-4,5-dihydro-2H pyridazin-3-one are placed in 5 mL EtOH, 5.5 mg (145 μmol) sodium borohydride are added with cooling and the mixture is stirred for 3 h at RT. The reaction mixture is added to 50 mL ice water and extracted with DCM. The org. phase is washed with sat. saline solution and then the solv. is totally eliminated i.V. The residue is crystallised from cyclohexane/EA. Starting materials: CCNc1nc(SC)ncc1C=O, Cc1ccccc1, COc1cc(OC)c(F)c(N)c1F, CC1(C)C2CCC1(CS(=O)(=O)O)C(=O)C2. The product is CCNc1nc(SC)ncc1C=Nc1c(F)c(OC)cc(OC)c1F. RXN SMILES: [CH2:14]([CH3:15])[NH:16][c:17]1[n:18][c:19]([S:25][CH3:26])[n:20][cH:21][c:22]1[CH:23]=[O:24].[CH3:42][c:43]1[cH:44][cH:45][cH:46][cH:47][cH:48]1.[F:1][c:2]1[c:3]([NH2:13])[c:4]([F:12])[c:5]([O:10][CH3:11])[cH:6][c:7]1[O:8][CH3:9].[O:27]=[S:28](=[O:29])([OH:30])[CH2:31][C:32]12[CH2:33][CH2:34][CH:35]([C:36]1([CH3:37])[CH3:38])[CH2:39][C:40]2=[O:41]>>[F:1][c:2]1[c:3]([N:13]=[CH:23][c:22]2[c:17]([NH:16][CH2:14][CH3:15])[n:18][c:19]([S:25][CH3:26])[n:20][cH:21]2)[c:4]([F:12])[c:5]([O:10][CH3:11])[cH:6][c:7]1[O:8][CH3:9]. Starting materials: N#Cc1ccc(C(=O)O)cn1, CCO, Cl, NCCS, [Na], O. The product is O=C(O)c1ccc(C2=NCCS2)nc1. As a reaction SMILES: [C:2](=[O:3])([OH:4])[c:5]1[cH:6][cH:7][c:8]([C:11]#[N:12])[n:9][cH:10]1.[CH3:19][CH2:20][OH:21].[ClH:17].[NH2:13][CH2:14][CH2:15][SH:16].[Na:1].[OH2:18]>>[C:2](=[O:3])([OH:4])[c:5]1[cH:6][cH:7][c:8]([C:11]2=[N:12][CH2:14][CH2:15][S:16]2)[n:9][cH:10]1. Starting materials: Cl, COc1cc(-c2ccccc2)cc(-c2ccccc2)c1, c1cc[nH+]cc1. Yields the product Oc1cc(-c2ccccc2)cc(-c2ccccc2)c1. Reaction SMILES: [ClH:21].[c:1]1(-[c:7]2[cH:8][c:9]([O:19][CH3:20])[cH:10][c:11](-[c:13]3[cH:14][cH:15][cH:16][cH:17][cH:18]3)[cH:12]2)[cH:2][cH:3][cH:4][cH:5][cH:6]1.[nH+:22]1[cH:23][cH:24][cH:25][cH:26][cH:27]1>>[c:1]1(-[c:7]2[cH:8][c:9]([OH:19])[cH:10][c:11](-[c:13]3[cH:14][cH:15][cH:16][cH:17][cH:18]3)[cH:12]2)[cH:2][cH:3][cH:4][cH:5][cH:6]1. The reactants are CCOC(C)=O, COCC1CCC(=CC(=O)OC)CC1. Product: COCC1CCC(CC(=O)OC)CC1. Reaction SMILES: [CH2:15]([O:16][C:17](=[O:18])[CH3:19])[CH3:20].[CH3:1][O:2][C:3]([CH:4]=[C:5]1[CH2:6][CH2:7][CH:8]([CH2:11][O:12][CH3:13])[CH2:9][CH2:10]1)=[O:14]>>[CH3:1][O:2][C:3]([CH2:4][CH:5]1[CH2:6][CH2:7][CH:8]([CH2:11][O:12][CH3:13])[CH2:9][CH2:10]1)=[O:14]. Reactants: C(C)(C)(C)OC(NCC=O)=O ((2-oxo-ethyl)-carbamic acid tert-butyl ester), [BH-](OC(=O)C)(OC(=O)C)OC(=O)C.[Na+] (NaBH(OAc)3), C(C)OC(=O)C1=NN(C(=C1N)C1=CC=C(C=C1)Cl)C1=C(C=CC=C1)Cl (4-amino-1-(2-chlorophenyl)-5-(4-chlorophenyl)-1H-pyrazole-3-carboxylic acid ethyl ester), C(C)(C)(C)OC(NCC=O)=O ((2-oxo-ethyl)-carbamic acid tert-butyl ester), C(C)(=O)O (acetic acid), [BH-](OC(=O)C)(OC(=O)C)OC(=O)C.[Na+] (NaBH(OAc)3). Solvent: ClCCCl (1,2-dichloroethane). Conditions: time 23 hour. Product: C(C)OC(=O)C1=NN(C(=C1NCCNC(=O)OC(C)(C)C)C1=CC=C(C=C1)Cl)C1=C(C=CC=C1)Cl (4-(2-tert-Butoxycarbonylaminoethylamino)-1-(2-chlorophenyl)-5-(4-chlorophenyl)-1H-pyrazole-3-carboxylic Acid Ethyl Ester). RXN SMILES: [CH2:1]([O:3][C:4]([C:6]1[C:10]([NH2:11])=[C:9]([C:12]2[CH:17]=[CH:16][C:15]([Cl:18])=[CH:14][CH:13]=2)[N:8]([C:19]2[CH:24]=[CH:23][CH:22]=[CH:21][C:20]=2[Cl:25])[N:7]=1)=[O:5])[CH3:2].[C:26]([O:30][C:31](=[O:36])[NH:32][CH2:33][CH:34]=O)([CH3:29])([CH3:28])[CH3:27].C(O)(=O)C.[BH-](OC(C)=O)(OC(C)=O)OC(C)=O.[Na+]>ClCCCl>[CH2:1]([O:3][C:4]([C:6]1[C:10]([NH:11][CH2:34][CH2:33][NH:32][C:31]([O:30][C:26]([CH3:29])([CH3:28])[CH3:27])=[O:36])=[C:9]([C:12]2[CH:13]=[CH:14][C:15]([Cl:18])=[CH:16][CH:17]=2)[N:8]([C:19]2[CH:24]=[CH:23][CH:22]=[CH:21][C:20]=2[Cl:25])[N:7]=1)=[O:5])[CH3:2] |f:3.4|. Procedure details: To a solution of 4-amino-1-(2-chlorophenyl)-5-(4-chlorophenyl)-1H-pyrazole-3-carboxylic acid ethyl ester (I-4a, 1.88 g, 5 mmol) and (2-oxo-ethyl)-carbamic acid tert-butyl ester (1590 mg, 10 mmol) in 1,2-dichloroethane (60 ml) at room temperature was added glacial acetic acid (858 microliters, 15 mmol) and NaBH(OAc)3 (2540 mg, 12 mmol). The reaction mixture was stirred for 23 hours, then additional (2-oxo-ethyl)-carbamic acid tert-butyl ester (500 mg, 3.14 mmol) and NaBH(OAc)3 (1000 mg, 4.7 mmol)... Starting materials: N1=C(C=CC=C1)C1=C(C(=NO1)C(=O)F)C(F)(F)F (5-(pyridin-2-yl)-4-(trifluoromethyl)isoxazole-3-carbonyl fluoride), N1=C(C=CC=C1)C1=NOC(=C1C(F)(F)F)C1=NC(=NO1)C1=CC=C(CN2CC(C2)C(=O)O)C=C1 (1-(4-(5-(3-(pyridin-2-yl)-4-(trifluoromethyl)isoxazol-5-yl)-1,2,4-oxadiazol-3-yl)benzyl)azetidine-3-carboxylic acid), N1=CC=CC=C1 (pyridine), ON=C(N)C1=CC=C(CN2CC(C2)C(=O)OC(C)(C)C)C=C1 (tert-butyl 1-(4-(N′-hydroxycarbamimidoyl)benzyl)azetidine-3-carboxylate), solution, [F-].C(CCC)[N+](CCCC)(CCCC)CCCC (tetrabutylammonium fluoride), O1CCCC1 (tetrahydrofuran). Run in C(C)(=O)OCC (ethyl acetate), ClCCl (dichloromethane), C(C)#N (acetonitrile). Run at time 16 hour. Yields the product C(C)(C)(C)OC(=O)C1CN(C1)CC1=CC=C(C=C1)C1=NOC(=N1)C1=NOC(=C1C(F)(F)F)C1=NC=CC=C1 (tert-butyl-1-(4-(5-(5-(pyridin-2-yl)-4-(trifluoromethyl)isoxazol-3-yl)-1,2,4-oxadiazol-3-yl)benzyl)azetidine-3-carboxylate). RXN SMILES: [N:1]1[CH:6]=[CH:5][CH:4]=[CH:3][C:2]=1[C:7]1[O:11][N:10]=[C:9]([C:12](F)=[O:13])[C:8]=1[C:15]([F:18])([F:17])[F:16].O[N:20]=[C:21]([C:23]1[CH:40]=[CH:39][C:26]([CH2:27][N:28]2[CH2:31][CH:30]([C:32]([O:34][C:35]([CH3:38])([CH3:37])[CH3:36])=[O:33])[CH2:29]2)=[CH:25][CH:24]=1)[NH2:22].N1C=CC=CC=1C1C(C(F)(F)F)=C(C2ON=C(C3C=CC(CN4CC(C(O)=O)C4)=CC=3)N=2)ON=1.N1C=CC=CC=1.[F-].C([N+](CCCC)(CCCC)CCCC)CCC.O1CCCC1>ClCCl.C(#N)C.C(OCC)(=O)C>[C:35]([O:34][C:32]([CH:30]1[CH2:31][N:28]([CH2:27][C:26]2[CH:39]=[CH:40][C:23]([C:21]3[N:22]=[C:12]([C:9]4[C:8]([C:15]([F:18])([F:17])[F:16])=[C:7]([C:2]5[CH:3]=[CH:4][CH:5]=[CH:6][N:1]=5)[O:11][N:10]=4)[O:13][N:20]=3)=[CH:24][CH:25]=2)[CH2:29]1)=[O:33])([CH3:38])([CH3:36])[CH3:37] |f:4.5|. Procedure details: To a solution of 5-(pyridin-2-yl)-4-(trifluoromethyl)isoxazole-3-carbonyl fluoride (48 mg, 0.185 mmol) and tert-butyl 1-(4-(N′-hydroxycarbamimidoyl)benzyl)azetidine-3-carboxylate, Int. 1 (56.3 mg, 0.185 mmol) in dichloromethane (2 mL) was added pyridine (37.3 μL, 0.461 mmol). The reaction mixture was stirred at room temperature for 16 hrs. The reaction mixture was then concentrated under reduced pressure, and the residue was diluted with ethyl acetate (3 mL), washed with water (1 mL), washed wit... Reactants: [H][H] (hydrogen), [H][H] (hydrogen), Cl.NN1C(N(C(=C1)C)C)=O (1-amino-3,4-dimethyl-2-oxo-1,3-dihydroimidazole hydrochloride). Reagents/catalysts: [Rh] (Rh/C). Run in CO (methanol). Conditions: time 4 hour. The product is NN1C(N(C(C1)C)C)=O (1-Amino-3,4-dimethylimidazolidin-2-one). As a reaction SMILES: Cl.[NH2:2][N:3]1[CH:7]=[C:6]([CH3:8])[N:5]([CH3:9])[C:4]1=[O:10].[H][H]>CO.[Rh]>[NH2:2][N:3]1[CH2:7][CH:6]([CH3:8])[N:5]([CH3:9])[C:4]1=[O:10] |f:0.1|. Procedure details: 1.6 g of Rh/C are added to a solution of 1-amino-3,4-dimethyl-2-oxo-1,3-dihydroimidazole hydrochloride in 150 ml of methanol and the reaction mixture is hydrogenated with hydrogen under normal pressure. After 4 hours, 1.13 litres of hydrogen have been taken up and the reaction ceases. The reaction mixture is then filtered over Celite and concentrated by evaporation. The residue is stirred with tetrahydrofuran. The crystals are filtered off with suction and dried in vacuo at 60°. 7 g of the title...